Dataset: the Open Reaction Database (ORD), a public repository of structured organic reaction records. Task: describe an organic reaction: reactants, conditions, products, and yield Reactants: C(C(=C)C)(=O)N=C=O (methacryloyl isocyanate), CC(CC)=NO (methylethylketone oxime). Run in ClCCCl (1,2-dichloroethane). The product is C(C(=C)C)(=O)NC(=O)ON=C(C)CC (2-methacryloylcarbamoyloxyiminobutane). As a reaction SMILES: [C:1]([N:6]=[C:7]=[O:8])(=[O:5])[C:2]([CH3:4])=[CH2:3].[CH3:9][C:10](=[N:13][OH:14])[CH2:11][CH3:12]>ClCCCl>[C:1]([NH:6][C:7]([O:14][N:13]=[C:10]([CH2:11][CH3:12])[CH3:9])=[O:8])(=[O:5])[C:2]([CH3:4])=[CH2:3]. Reported procedure: To a solution of methacryloyl isocyanate (2.22 g; 20 mmol) in 1,2-dichloroethane (7.7 g), methylethylketone oxime (1.74 g; 20 mmol) was dropwise added under nitrogen stream while cooling with ice. After completion of the addition, the solvent was removed under reduced pressure to give 2-methacryloylcarbamoyloxyiminobutane (3.80 g) as a pale yellow liquid. Viscosity, 4600 cp. The yield is 95.9%. The reactants are OC=1C=C(C=CC1)C#CC1=CC=C2C(C=C(OC2=C1)C1=CC=2N(C=N1)C=CC2)=O (7-(3-hydroxy-phenylethynyl)-2-pyrrolo[1,2-c]pyrimidin-3-yl-chromen-4-one), Cl.ClCCCN(C)C ((3-Chloro-propyl)-dimethyl-amine hydrochloride). The product is CN(CCCOC=1C=C(C=CC1)C#CC1=CC=C2C(C=C(OC2=C1)C1=CC=2N(C=N1)C=CC2)=O)C (7-[3-(3-dimethylamino-propoxy)-phenylethynyl]-2-pyrrolo[1,2-c]pyrimidin-3-yl-chromen-4-one). Yield: 52.0%. RXN SMILES: [OH:1][C:2]1[CH:3]=[C:4]([C:8]#[C:9][C:10]2[CH:19]=[C:18]3[C:13]([C:14](=[O:29])[CH:15]=[C:16]([C:20]4[N:25]=[CH:24][N:23]5[CH:26]=[CH:27][CH:28]=[C:22]5[CH:21]=4)[O:17]3)=[CH:12][CH:11]=2)[CH:5]=[CH:6][CH:7]=1.Cl.Cl[CH2:32][CH2:33][CH2:34][N:35]([CH3:37])[CH3:36]>>[CH3:36][N:35]([CH3:37])[CH2:34][CH2:33][CH2:32][O:1][C:2]1[CH:3]=[C:4]([C:8]#[C:9][C:10]2[CH:19]=[C:18]3[C:13]([C:14](=[O:29])[CH:15]=[C:16]([C:20]4[N:25]=[CH:24][N:23]5[CH:26]=[CH:27][CH:28]=[C:22]5[CH:21]=4)[O:17]3)=[CH:12][CH:11]=2)[CH:5]=[CH:6][CH:7]=1 |f:1.2|. Procedure details: 7-[3-(3-dimethylamino-propoxy)-phenylethynyl]-2-pyrrolo[1,2-c]pyrimidin-3-yl-chromen-4-one was prepared in 52% yield using the method described in example 42, starting from 7-(3-hydroxy-phenylethynyl)-2-pyrrolo[1,2-c]pyrimidin-3-yl-chromen-4-one (example 120B) and (3-Chloro-propyl)-dimethyl-amine hydrochloride. Starting materials: BrN1C(CCC1=O)=O (N-bromosuccinimide), C(C1=CC=CC=C1)(=O)OOC(C1=CC=CC=C1)=O (benzoyl peroxide), ClC1=CC=C(C=C2C(C3=CC=CC=C3C2)=O)C=C1 (2-(4-chlorobenzylidene)indan-1-one). Solvent: C(Cl)(Cl)(Cl)Cl (CCl4). Yields the product BrC1C(C(C2=CC=CC=C12)=O)=CC1=CC=C(C=C1)Cl (3-Bromo-2-(4-chlorobenzylidene)indan-1-one). Reaction SMILES: [Cl:1][C:2]1[CH:18]=[CH:17][C:5]([CH:6]=[C:7]2[CH2:15][C:14]3[C:9](=[CH:10][CH:11]=[CH:12][CH:13]=3)[C:8]2=[O:16])=[CH:4][CH:3]=1.[Br:19]N1C(=O)CCC1=O.C(OOC(=O)C1C=CC=CC=1)(=O)C1C=CC=CC=1>C(Cl)(Cl)(Cl)Cl>[Br:19][CH:15]1[C:14]2[C:9](=[CH:10][CH:11]=[CH:12][CH:13]=2)[C:8](=[O:16])[C:7]1=[CH:6][C:5]1[CH:4]=[CH:3][C:2]([Cl:1])=[CH:18][CH:17]=1. Reported procedure: 2-(4-chlorobenzylidene)indan-1-one (2.44 g, 9.58 mmol) was dissolved in 35 mL of CCl4. N-bromosuccinimide (1.685 g, 9.58 mmol) and benzoyl peroxide (122 mg, 0.52 mmol) were added in one portion. The solution was then stirred under reflux for one hour and then filtered once cooled to room temperature. The precipitate was separated using flash column chromatography (15:1 Hexanes/EtOAc) provided 14a as white crystals. Starting materials: ClC1=CC(=CC=C1)C(=O)OO (meta-chloroperbenzoic acid), C1(=CC=CC=C1)S[C@@H]1CC[C@H](CC1)C1=C(C=C(C=C1)O)O (trans-4-[4-(phenylsulfanyl)cyclohexyl]-1,3-benzenediol), S(=S)(=O)([O-])[O-].[Na+].[Na+] (sodium thiosulfate). Solvent: ClCCl (dichloromethane). Conditions: temperature 0 celsius. The product is C1(=CC=CC=C1)S(=O)(=O)[C@@H]1CC[C@H](CC1)C1=C(C=C(C=C1)O)O (trans-4-[4-(Phenylsulfonyl)cyclohexyl]-1,3-benzenediol). The yield is 30.0%. Reaction SMILES: C1(S[C@H:8]2[CH2:13][CH2:12][C@H:11]([C:14]3[CH:19]=[CH:18][C:17]([OH:20])=[CH:16][C:15]=3[OH:21])[CH2:10][CH2:9]2)C=CC=CC=1.Cl[C:23]1[CH:28]=[CH:27][CH:26]=[C:25](C(OO)=O)[CH:24]=1.[S:33]([O-:37])([O-])(=[O:35])=S.[Na+].[Na+]>ClCCl>[C:23]1([S:33]([C@H:8]2[CH2:13][CH2:12][C@H:11]([C:14]3[CH:19]=[CH:18][C:17]([OH:20])=[CH:16][C:15]=3[OH:21])[CH2:10][CH2:9]2)(=[O:37])=[O:35])[CH:28]=[CH:27][CH:26]=[CH:25][CH:24]=1 |f:2.3.4|. Procedure: A round bottom flask containing trans-4-[4-(phenylsulfanyl)cyclohexyl]-1,3-benzenediol (18 mg, 0.06 mmol) and dichloromethane (2 ml) was cooled to 0° C. and meta-chloroperbenzoic acid (50-60%, 41 mg, 0.24 mmol) was added with stirring. After 30 min at this temperature the reaction mixture was poured into saturated sodium thiosulfate solution (5 ml) and partitioned between saturated aqueous sodium hydrogen carbonate (10 ml) and dichloromethane (10 ml). The aqueous phase was further extracted with... Product: CCCCCCOC(C)(COS(=O)OCC)OCCCCCC. As a reaction SMILES: [CH2:1]([CH2:2][CH2:3][CH2:4][CH2:5][CH3:6])[O:7][C:8]([CH2:9][OH:10])([CH3:11])[O:12][CH2:13][CH2:14][CH2:15][CH2:16][CH2:17][CH3:18].[Cl:31][CH2:32][Cl:33].[S:25](=[O:26])([O:27][CH2:28][CH3:29])[Cl:30].[cH:19]1[cH:20][cH:21][n:22][cH:23][cH:24]1>>[CH2:1]([CH2:2][CH2:3][CH2:4][CH2:5][CH3:6])[O:7][C:8]([CH2:9][O:10][S:25](=[O:26])[O:27][CH2:28][CH3:29])([CH3:11])[O:12][CH2:13][CH2:14][CH2:15][CH2:16][CH2:17][CH3:18]. The reactants are CCCCCCOC(C)(CO)OCCCCCC, ClCCl, CCOS(=O)Cl, c1ccncc1. Reactants: OC1=CC=C(C=C1)C1=CC=NC=2N1N=C(N2)NC(=O)N[C@@H](C)C2=CC(=CC=C2)OC ((S)-1-[7-(4-hydroxyphenyl)-[1,2,4]triazolo[1,5-a]pyrimidin-2-yl]-3-[1-(3-methoxyphenyl)ethyl]urea), OC1=CC=C(C=C1)C1=CC=NC=2N1N=C(N2)NC(=O)N[C@@H](C)C2=CC(=CC=C2)OC ((S)-1-[7-(4-hydroxyphenyl)-[1,2,4]triazolo[1,5-a]pyrimidin-2-yl]-3-[1-(3-methoxyphenyl)ethyl]urea), C([O-])([O-])=O.[K+].[K+] (potassium carbonate), COCCBr (2-methoxyethyl bromide). Solvent: CC(CC)=O (2-butanone), C(Cl)Cl (methylene chloride). Reaction conditions: temperature 80 celsius, time 5 hour. Product: COCCOC1=CC=C(C=C1)C1=CC=NC=2N1N=C(N2)NC(=O)N[C@@H](C)C2=CC(=CC=C2)OC ((S)-1-{7-[4-(2-methoxyethoxy)phenyl]-[1,2,4]triazolo[1,5-a]pyrimidin-2-yl}-3-[1-(3-methoxyphenyl)ethyl]urea). RXN SMILES: [OH:1][C:2]1[CH:7]=[CH:6][C:5]([C:8]2[N:13]3[N:14]=[C:15]([NH:17][C:18]([NH:20][C@H:21]([C:23]4[CH:28]=[CH:27][CH:26]=[C:25]([O:29][CH3:30])[CH:24]=4)[CH3:22])=[O:19])[N:16]=[C:12]3[N:11]=[CH:10][CH:9]=2)=[CH:4][CH:3]=1.C(=O)([O-])[O-].[K+].[K+].[CH3:37][O:38][CH2:39][CH2:40]Br>CC(=O)CC.C(Cl)Cl>[CH3:37][O:38][CH2:39][CH2:40][O:1][C:2]1[CH:7]=[CH:6][C:5]([C:8]2[N:13]3[N:14]=[C:15]([NH:17][C:18]([NH:20][C@H:21]([C:23]4[CH:28]=[CH:27][CH:26]=[C:25]([O:29][CH3:30])[CH:24]=4)[CH3:22])=[O:19])[N:16]=[C:12]3[N:11]=[CH:10][CH:9]=2)=[CH:4][CH:3]=1 |f:1.2.3|. Procedure: (S)-1-[7-(4-hydroxyphenyl)-[1,2,4]triazolo[1,5-a]pyrimidin-2-yl]-3-[1-(3-methoxyphenyl)ethyl]urea (the compound obtained in Example 223; 20.3 mg) was suspended in 2-butanone (2 ml). Thereafter, potassium carbonate (69.4 mg) and 2-methoxyethyl bromide (47.2 μl) were added to the suspension, and the obtained mixture was stirred at 80° C. for 5 hours. Thereafter, the reaction solution was diluted with methylene chloride (5 ml), and the resultant product was then washed with 1 M hydrochloric acid (5... The product is C=CCNC(=O)CCC(=O)c1ccc(-c2ccc(OC(F)(F)F)cc2)cc1. As a reaction SMILES: [CH2:26]([CH:27]=[CH2:28])[NH2:29].[CH3:1][O:2][C:3]([CH2:4][CH2:5][C:6]([c:7]1[cH:8][cH:9][c:10](-[c:13]2[cH:14][cH:15][c:16]([O:19][C:20]([F:21])([F:22])[F:23])[cH:17][cH:18]2)[cH:11][cH:12]1)=[O:24])=[O:25].[Cl-:30].[ClH:32].[NH4+:31]>>[C:3]([CH2:4][CH2:5][C:6]([c:7]1[cH:8][cH:9][c:10](-[c:13]2[cH:14][cH:15][c:16]([O:19][C:20]([F:21])([F:22])[F:23])[cH:17][cH:18]2)[cH:11][cH:12]1)=[O:24])(=[O:25])[NH:29][CH2:26][CH:27]=[CH2:28]. The reactants are C=CCN, COC(=O)CCC(=O)c1ccc(-c2ccc(OC(F)(F)F)cc2)cc1, [Cl-], Cl, [NH4+]. Starting materials: crude yellow oil, OC=1C=C(C(=O)OCC2=CC=CC=C2)C=CC1 (Benzyl 3-hydroxybenzoate), C(=O)([O-])[O-].[Cs+].[Cs+] (Cs2CO3), BrCC(=O)OC(C)(C)C (tert-butyl bromoacetate). The reagents and catalysts are [Pd] (Pd/C). Run in CCOC(=O)C (EtOAc), CN(C)C=O (DMF), CCOC(=O)C (EtOAc). Run at time 15 minute. Product: C(C)(C)(C)OC(COC1=CC(=CC=C1)C(=O)O)=O (3-Carboxyphenoxyacetic acid tert-butyl ester). RXN SMILES: [OH:1][C:2]1[CH:3]=[C:4]([CH:15]=[CH:16][CH:17]=1)[C:5]([O:7]CC1C=CC=CC=1)=[O:6].C([O-])([O-])=O.[Cs+].[Cs+].Br[CH2:25][C:26]([O:28][C:29]([CH3:32])([CH3:31])[CH3:30])=[O:27]>CN(C=O)C.CCOC(C)=O.[Pd]>[C:29]([O:28][C:26](=[O:27])[CH2:25][O:1][C:2]1[CH:17]=[CH:16][CH:15]=[C:4]([C:5]([OH:7])=[O:6])[CH:3]=1)([CH3:32])([CH3:31])[CH3:30] |f:1.2.3|. Procedure: To 7-2 (3.6 g, 16 mmol) in DMF (50 mL) was added Cs2CO3 (7.8 g, 238 mmol). After 15 min., tert-butyl bromoacetate (3.2 mL, 35 mmol) was added and the reaction mixture stirred for 20 hrs at ambient temperature. The reaction mixture was diluted with EtOAc and then washed with H2O, and brine, dried (MgSO4), and concentrated to give a yellow oil. The crude yellow oil (5.4 g, 15.8 mmol), 10% Pd/C (500 mg), and EtOAc (100 mL) was stirred under a hydrogen atmosphere (1 atm) for 20 hr. The reaction mixt... Starting materials: [OH-].[Na+] (sodium hydroxide), C(CC)N(CCCCNC(=O)C=1N=C2N(C=C(C=C2)C#N)C1)CCC (6-cyano-imidazo[1,2-a]pyridine-2-carboxylic acid-(4-dipropylamino-butyl)-amide). The reagents and catalysts are [Ni] (Raney nickel). Run in C(C)O (ethanol), C(C)O (ethanol). Product: C(CC)N(CCCCNC(=O)C=1N=C2N(CC(CC2)CN)C1)CCC (6-aminomethyl-5,6,7,8-tetrahydro-imidazo[1,2-a]pyridine-2-carboxylic acid-(4-dipropylamino-butyl)-amide). The yield is 97.4%. As a reaction SMILES: [CH2:1]([N:4]([CH2:23][CH2:24][CH3:25])[CH2:5][CH2:6][CH2:7][CH2:8][NH:9][C:10]([C:12]1[N:13]=[C:14]2[CH:19]=[CH:18][C:17]([C:20]#[N:21])=[CH:16][N:15]2[CH:22]=1)=[O:11])[CH2:2][CH3:3].[OH-].[Na+]>[Ni].C(O)C>[CH2:23]([N:4]([CH2:1][CH2:2][CH3:3])[CH2:5][CH2:6][CH2:7][CH2:8][NH:9][C:10]([C:12]1[N:13]=[C:14]2[CH2:19][CH2:18][CH:17]([CH2:20][NH2:21])[CH2:16][N:15]2[CH:22]=1)=[O:11])[CH2:24][CH3:25] |f:1.2|. Reported procedure: An ethanol solution (20 ml) containing the compound (40.2 mg) obtained in Example 19-2 was added with an ethanol suspension of Raney nickel and a 1 mol/l sodium hydroxide aqueous solution (2.0 ml), and the whole was stirred at room temperature for 14 hours under a hydrogen atmosphere. The catalyst was removed by filtration through Celite. The residue obtained by distilling the solvent off under reduced pressure was dissolved in chloroform, washed with water and a saturated saline solution, and d...